From a dataset of the Open Reaction Database (ORD), a public repository of structured organic reaction records. describe an organic reaction: reactants, conditions, products, and yield The reactants are COC1=CC=C(C=C1)NCCCCCCCC(=O)O (8-(4-Methoxyphenylamino)-caprylic acid), FC(C=1C=C(C(=O)F)C=CC1)(F)F (3-(Trifluoromethyl)-benzoic acid fluoride), Cl (hydrochloric acid). Solvent: CCOCC (ether). Conditions: temperature 25 celsius, time 20 minute. Product: FC(C=1C=C(C(=O)N(C2=CC=C(C=C2)OC)CCCCCCCC(=O)O)C=CC1)(F)F (8-[3-Trifluoromethyl-N-(4-methoxyphenyl)-benzamido]-caprylic acid). RXN SMILES: [CH3:1][O:2][C:3]1[CH:8]=[CH:7][C:6]([NH:9][CH2:10][CH2:11][CH2:12][CH2:13][CH2:14][CH2:15][CH2:16][C:17]([OH:19])=[O:18])=[CH:5][CH:4]=1.[F:20][C:21]([F:32])([F:31])[C:22]1[CH:23]=[C:24]([CH:28]=[CH:29][CH:30]=1)[C:25](F)=[O:26].Cl>CCOCC>[F:20][C:21]([F:31])([F:32])[C:22]1[CH:23]=[C:24]([CH:28]=[CH:29][CH:30]=1)[C:25]([N:9]([CH2:10][CH2:11][CH2:12][CH2:13][CH2:14][CH2:15][CH2:16][C:17]([OH:19])=[O:18])[C:6]1[CH:5]=[CH:4][C:3]([O:2][CH3:1])=[CH:8][CH:7]=1)=[O:26]. Procedure: 6.1 g (23 mmol) of 8-(4-Methoxyphenylamino)-caprylic acid are dissolved in 40 cc. of 0.2 n soda lye. A solution of 4.4 g (23 mmol) of 3-(Trifluoromethyl)-benzoic acid fluoride in 50 cc. of ether are added thereto within 20 minutes with vivid stirring dropwise at 25° C., holding the pH at between 7.2 and 8 by the dropwise addition of 0.2 n soda lye. After the addition, vivid stirring is continued for 30 minutes. The mixture is then acidified to pH 3 by the addition of 2 n hydrochloric acid. The a... The reactants are CCC(NC(=O)c1c(N)c(-c2ccccc2)nc2ccccc12)c1ccccc1, CC(=O)OC(C)=O. Product: CCC(NC(=O)c1c(NC(C)=O)c(-c2ccccc2)nc2ccccc12)c1ccccc1. As a reaction SMILES: [CH2:1]([CH3:2])[CH:3]([c:4]1[cH:5][cH:6][cH:7][cH:8][cH:9]1)[NH:10][C:11](=[O:12])[c:13]1[c:14]([NH2:29])[c:15](-[c:23]2[cH:24][cH:25][cH:26][cH:27][cH:28]2)[n:16][c:17]2[cH:18][cH:19][cH:20][cH:21][c:22]12.[CH3:30][C:31](=[O:32])[O:33][C:34](=[O:35])[CH3:36]>>[CH2:1]([CH3:2])[CH:3]([c:4]1[cH:5][cH:6][cH:7][cH:8][cH:9]1)[NH:10][C:11](=[O:12])[c:13]1[c:14]([NH:29][C:31]([CH3:30])=[O:32])[c:15](-[c:23]2[cH:24][cH:25][cH:26][cH:27][cH:28]2)[n:16][c:17]2[cH:18][cH:19][cH:20][cH:21][c:22]12. As a reaction SMILES: [Br-:26].[BrH:25].[CH2:16]1[CH2:17][N:18]2[C:19](=[N:23][CH2:24]1)[CH2:20][CH2:21][CH2:22]2.[CH3:45][C:46]#[N:47].[O:27]1[CH:28]([c:32]2[cH:33][cH:34][cH:35][c:36]([CH2:38][n+:39]3[cH:40][cH:41][cH:42][cH:43][cH:44]3)[n:37]2)[O:29][CH2:30][CH2:31]1.[OH:1][N:2]=[C:3]([c:4]1[cH:5][cH:6][cH:7][cH:8][cH:9]1)[c:10]1[n:11][n:12][n:13][n:14]1[CH3:15]>>[O:1]([N:2]=[C:3]([c:4]1[cH:5][cH:6][cH:7][cH:8][cH:9]1)[c:10]1[n:11][n:12][n:13][n:14]1[CH3:15])[CH2:38][c:36]1[cH:35][cH:34][cH:33][c:32]([CH:28]2[O:27][CH2:31][CH2:30][O:29]2)[n:37]1. Reactants: [Br-], Br, C1CN=C2CCCN2C1, CC#N, c1cc[n+](Cc2cccc(C3OCCO3)n2)cc1, Cn1nnnc1C(=NO)c1ccccc1. The product is Cn1nnnc1C(=NOCc1cccc(C2OCCO2)n1)c1ccccc1. Starting materials: CC(=O)c1cc(Br)ccc1O, CC(=O)[O-], CCO, Cl, [K+], NO. Yields the product CC(=NO)c1cc(Br)ccc1O. As a reaction SMILES: [Br:1][c:2]1[cH:3][cH:4][c:5]([OH:11])[c:6]([C:8]([CH3:9])=[O:10])[cH:7]1.[CH3:16][C:17](=[O:18])[O-:19].[CH3:20][CH2:21][OH:22].[ClH:12].[K+:15].[NH2:13][OH:14]>>[Br:1][c:2]1[cH:3][cH:4][c:5]([OH:11])[c:6]([C:8]([CH3:9])=[N:13][OH:14])[cH:7]1. Reactants: NCC(=O)O (Glycine), C(CCC1=CC=CC=C1)(=O)Cl (hydrocinnamoyl chloride), [OH-].[Na+] (NaOH). The solvent is O (water), CCOCC (ether). Yields the product C1(=CC=CC=C1)CCC(=O)NCC(=O)O (3-Phenylpropanoyl glycine). Yield: 85.2%. RXN SMILES: [NH2:1][CH2:2][C:3]([OH:5])=[O:4].[C:6](Cl)(=[O:15])[CH2:7][CH2:8][C:9]1[CH:14]=[CH:13][CH:12]=[CH:11][CH:10]=1.[OH-].[Na+]>O.CCOCC>[C:9]1([CH2:8][CH2:7][C:6]([NH:1][CH2:2][C:3]([OH:5])=[O:4])=[O:15])[CH:14]=[CH:13][CH:12]=[CH:11][CH:10]=1 |f:2.3|. Reported procedure: Glycine (1.5 g, 20 mmol) and hydrocinnamoyl chloride (3.37 g, 22 mmol) were reacted in the presence of NaOH (40 mmol) in a mixture of water and ether using the method described in Example 5 Part A. The crude product was extracted into chloroform, dried (MgSO4) and freed of solvent in vacuo leaving a near white solid (3.53 g, 85%). This was recrystallized from EtOAc (13 ml) to give title compound (2.66 g, 64%) m.p. 112°-114° C. The reactants are OC=1C(=NC(=CC1)C)CO (3-Hydroxy-6-methyl-2-pyridine methanol), [Se](=O)=O (selenium dioxide). The solvent is O1CCOCC1 (1,4-dioxane), C(C)O (ethanol). Yields the product OC=1C(=NC(=CC1)C)C=O (3-Hydroxy-6-methyl-2-pyridine carbaldehyde). The yield is 57.3%. As a reaction SMILES: [OH:1][C:2]1[C:3]([CH2:9][OH:10])=[N:4][C:5]([CH3:8])=[CH:6][CH:7]=1.[Se](=O)=O>O1CCOCC1.C(O)C>[OH:1][C:2]1[C:3]([CH:9]=[O:10])=[N:4][C:5]([CH3:8])=[CH:6][CH:7]=1. Reported procedure: 3-Hydroxy-6-methyl-2-pyridine methanol (20.0 g, 0.14 mol) and selenium dioxide(8.0 g, 72 mmol) were dissolved in 140 mL of 1,4-dioxane and 280 mL of absolute ethanol. The resulting mixture was heated at 80°-85° C. for 12 h. The selenium precipitate was removed by filtration and the filtrate was concentrated to dryness in vacuo. The dark red residue was sublimed at 90° C. and 14 mmHg for 6 h to obtain 11.0 g (56%) of pure product, m.p. 101°-102° C.; 1H NMR (CDCl3) δ: 10.50 (br s, 1H), 10.03 (s, 1... Starting materials: 75, [OH-].[K+] (potassium hydroxide), CO (methanol), ClC1=C(C=CC(=C1)Cl)CC#N (2,4-dichlorobenzeneacetonitrile), 25.5, ClC1=CC(=C(C=C1)C)[N+](=O)[O-] (1-chloro-4-methyl-3-nitrobenzene), CO (methanol). The solvent is O (water), O (water), C(C)(=O)O (acetic acid). Run at time 2 hour. Yields the product ClC1=C(C=CC(=C1)Cl)C(C#N)=C1C(=CC(C(=C1)C)=NO)Cl (2,4-dichloro-α-[2-chloro-4-(hydroxyimino)-5-methyl-2,5-cyclohexadien-1-ylidene]benzeneacetonitrile). RXN SMILES: [OH-].[K+].CO.[Cl:5][C:6]1[CH:11]=[C:10]([Cl:12])[CH:9]=[CH:8][C:7]=1[CH2:13][C:14]#[N:15].[Cl:16][C:17]1[CH:22]=[CH:21][C:20]([CH3:23])=[C:19]([N+:24]([O-])=[O:25])[CH:18]=1>O.C(O)(=O)C>[Cl:5][C:6]1[CH:11]=[C:10]([Cl:12])[CH:9]=[CH:8][C:7]=1[C:13](=[C:22]1[CH:21]=[C:20]([CH3:23])[C:19](=[N:24][OH:25])[CH:18]=[C:17]1[Cl:16])[C:14]#[N:15] |f:0.1|. Procedure: To a stirred solution of 75 parts of potassium hydroxide in 240 parts of methanol, are added 27 parts of 2,4-dichlorobenzeneacetonitrile. Then there is added a solution of 25.5 parts of 1-chloro-4-methyl-3-nitrobenzene in 40 parts of methanol (exothermic reaction: temperature rises to 40° C). Stirring is continued for 2 hours while meantime the mixture is allowed to cool to 20° -25° C. 1000 parts of water are added. Upon the addition of a mixture of acetic acid and water (1:1 by volume), an oil ... The reactants are B, Cc1c(C)c2c(c(C)c1N)CC(C)(CN1CCC(C(=O)NC(c3ccccc3)c3ccccc3)CC1)O2, C1CCOC1, C1CCOC1. Product: Cc1c(C)c2c(c(C)c1N)CC(C)(CN1CCC(CNC(c3ccccc3)c3ccccc3)CC1)O2. RXN SMILES: [BH3:43].[NH2:1][c:2]1[c:3]([CH3:37])[c:4]([CH3:36])[c:5]2[c:6]([c:34]1[CH3:35])[CH2:7][C:8]([CH3:10])([CH2:11][N:12]1[CH2:13][CH2:14][CH:15]([C:18](=[O:19])[NH:20][CH:21]([c:22]3[cH:23][cH:24][cH:25][cH:26][cH:27]3)[c:28]3[cH:29][cH:30][cH:31][cH:32][cH:33]3)[CH2:16][CH2:17]1)[O:9]2.[O:38]1[CH2:39][CH2:40][CH2:41][CH2:42]1.[O:44]1[CH2:45][CH2:46][CH2:47][CH2:48]1>>[NH2:1][c:2]1[c:3]([CH3:37])[c:4]([CH3:36])[c:5]2[c:6]([c:34]1[CH3:35])[CH2:7][C:8]([CH3:10])([CH2:11][N:12]1[CH2:13][CH2:14][CH:15]([CH2:18][NH:20][CH:21]([c:22]3[cH:23][cH:24][cH:25][cH:26][cH:27]3)[c:28]3[cH:29][cH:30][cH:31][cH:32][cH:33]3)[CH2:16][CH2:17]1)[O:9]2.